Dataset: the Open Reaction Database (ORD), a public repository of structured organic reaction records. Task: describe an organic reaction: reactants, conditions, products, and yield The reactants are BrC1=CC(=C(C=C1)F)[N+](=O)[O-] (4-bromo-1-fluoro-2-nitrobenzene), NCCO (2-aminoethanol). The solvent is C(CCC)O (n-butanol). Run at time 8 hour. Product: BrC1=CC(=C(C=C1)NCCO)[N+](=O)[O-] (2-(4-bromo-2-nitrophenylamino)ethanol). Isolated yield 101.0%. As a reaction SMILES: [Br:1][C:2]1[CH:7]=[CH:6][C:5](F)=[C:4]([N+:9]([O-:11])=[O:10])[CH:3]=1.[NH2:12][CH2:13][CH2:14][OH:15]>C(O)CCC>[Br:1][C:2]1[CH:7]=[CH:6][C:5]([NH:12][CH2:13][CH2:14][OH:15])=[C:4]([N+:9]([O-:11])=[O:10])[CH:3]=1. Procedure: A mixture of 4-bromo-1-fluoro-2-nitrobenzene (I-9, Aldrich, Wis.; 25 g, 0.11 mol) and 2-aminoethanol (13.9 g, 0.23 mol, 2.0 eq.) in n-butanol (300 mL) was heated under reflux for 1 hour. The reaction mixture was concentrated and the residue was dispersed in petrol ether (600 mL) and stirred overnight. The solids were iltered to give I-10 as a yellow powder (29 g, 98%). MS (ESI): m/z 262 (M+H+). RXN SMILES: [C:1]([NH:4][CH:5]([C:11]([O:13][CH2:14][CH3:15])=[O:12])[C:6]([O:8][CH2:9][CH3:10])=[O:7])(=[O:3])[CH3:2].[CH2:16]([O:18][P:19]([CH2:24][C:25]1[CH:32]=[CH:31][CH:30]=[CH:29][C:26]=1[CH2:27]Br)([O:21][CH2:22][CH3:23])=[O:20])[CH3:17]>C(O)C>[CH2:22]([O:21][P:19]([CH2:24][C:25]1[CH:32]=[CH:31][CH:30]=[CH:29][C:26]=1[CH2:27][C:5]([NH:4][C:1](=[O:3])[CH3:2])([C:11]([O:13][CH2:14][CH3:15])=[O:12])[C:6]([O:8][CH2:9][CH3:10])=[O:7])([O:18][CH2:16][CH3:17])=[O:20])[CH3:23]. The solvent is C(C)O (ethanol), C(C)O (ethanol). Procedure: To a solution of 0.43 g (18.8 mmol) Na in 50 mL of dry ethanol was added 4.09 g (18.8 mmol) of solid diethyl acetamidomalonate portionwise. This mixture was stirred at reflux under nitrogen for 2 h, then cooled to room temperature. Then, 6.05 g (18.8 mmol) of 2-(diethylphosphonomethyl)benzyl bromide in 40 mL of ethanol was added dropwise and the mixture stirred for 24 h. The salt which precipitated was removed by filtration and the solvent concentrated at reduced pressure to yield a viscous oil.... Isolated yield 79.0%. Reactants: C(C)OP(=O)(OCC)CC1=C(CBr)C=CC=C1 (2-(diethylphosphonomethyl)benzyl bromide), Na, solid, C(C)(=O)NC(C(=O)OCC)C(=O)OCC (diethyl acetamidomalonate). Product: C(C)OP(=O)(OCC)CC1=C(C=CC=C1)CC(C(=O)OCC)(C(=O)OCC)NC(C)=O (Ethyl 3-[2-(diethylphosphonomethyl)phenyl]-2-acetamido-2-carboethoxy-propanoate). Reactants: C1(=CC=CC=C1)N1CCNCC1 (N-Phenylpiperazine), Cl (HCl), CO (methanol), CO (methanol), C1C(C)O1 (Propylene oxide). Solvent: CCOCC (ether). The product is Cl.OC(CN1CCN(CC1)C1=CC=CC=C1)C (1-(2-Hydroxypropyl)-4-phenylpiperazine hydrochloride). As a reaction SMILES: [C:1]1([N:7]2[CH2:12][CH2:11][NH:10][CH2:9][CH2:8]2)[CH:6]=[CH:5][CH:4]=[CH:3][CH:2]=1.CO.[CH2:15]1[O:18][CH:16]1[CH3:17].[ClH:19]>CCOCC>[ClH:19].[OH:18][CH:16]([CH3:17])[CH2:15][N:10]1[CH2:11][CH2:12][N:7]([C:1]2[CH:6]=[CH:5][CH:4]=[CH:3][CH:2]=2)[CH2:8][CH2:9]1 |f:5.6|. Procedure details: N-Phenylpiperazine (130 g.) was dissolved in 200 ml. methanol and the solution cooled to 0°-10° C. Propylene oxide (62 ml) was added over 5 minutes at a temperature under 10° . After the addition the cooling bath was removed. The reaction was allowed to warm to a maximum of 30° . When the reaction temperature stopped rising the solution was refluxed for 11/2 hours and then cooled. A solution of 1 mole HCl gas in 100 ml. methanol was added gradually followed by 300 ml. ether. The solid was filter... The reactants are C(C=CC1=CC=CC=C1)O (cinnamyl alcohol), C(C)(=O)O (acetic acid), C(CCC)N(CCCC)CCCC (tri-n-butylamine), BrC1=[N+](C=CC=C1)C (2-bromo-1-methylpyridinium). Run in C(Cl)Cl (CH2Cl2), C(Cl)Cl (CH2Cl2). Product: C(C)(=O)OCC=CC1=CC=CC=C1 (cinnamyl acetate). The yield is 82.0%. Reaction SMILES: BrC1C=CC=C[N+]=1C.[CH2:9]([OH:18])[CH:10]=[CH:11][C:12]1[CH:17]=[CH:16][CH:15]=[CH:14][CH:13]=1.[C:19](O)(=[O:21])[CH3:20].C(N(CCCC)CCCC)CCC>C(Cl)Cl>[C:19]([O:18][CH2:9][CH:10]=[CH:11][C:12]1[CH:17]=[CH:16][CH:15]=[CH:14][CH:13]=1)(=[O:21])[CH3:20]. Reported procedure: To a suspended CH2Cl2 (2 ml) solution of 2-bromo-1-methylpyridinium (720 mg, 2.4 mmol) was added a mixture of cinnamyl alcohol (268 mg, 2.0 mmol), acetic acid (120 mg, 2.0 mmol) and tri-n-butylamine (888 mg, 4.8 mmol) in CH2Cl2 (2 ml), and the resulting mixture was refluxed for 3 hours. After evaporation of the solvent, the residue was separated by silica gel column chromatography, and cinnamyl acetate was isolated in 82% yield.